This data is from the Open Reaction Database (ORD), a public repository of structured organic reaction records. The task is: describe an organic reaction: reactants, conditions, products, and yield Reactants: IC1=CC=CC2=C1OC1=C2C=CC=C1 (4-iododibenzo[b,d]furan), N1N=CN=C1 (1H-1,2,4-triazole), CNC1C(CCCC1)NC (N1,N2-dimethylcyclohexane-1,2-diamine), [O-]P(=O)([O-])[O-].[K+].[K+].[K+] (K3PO4). The reagents and catalysts are [Cu]I (CuI). The solvent is CN(C)C=O (DMF). Conditions: temperature 140 celsius. Product: C1=CC=C(C=2OC3=C(C21)C=CC=C3)N3N=CN=C3 (1-(dibenzo[b,d]furan-4-yl)-1H-1,2,4-triazole). Isolated yield 60.0%. RXN SMILES: I[C:2]1[C:7]2[O:8][C:9]3[CH:14]=[CH:13][CH:12]=[CH:11][C:10]=3[C:6]=2[CH:5]=[CH:4][CH:3]=1.[NH:15]1[CH:19]=[N:18][CH:17]=[N:16]1.CNC1CCCCC1NC.[O-]P([O-])([O-])=O.[K+].[K+].[K+]>CN(C=O)C.[Cu]I>[CH:5]1[C:6]2[C:10]3[CH:11]=[CH:12][CH:13]=[CH:14][C:9]=3[O:8][C:7]=2[C:2]([N:15]2[CH:19]=[N:18][CH:17]=[N:16]2)=[CH:3][CH:4]=1 |f:3.4.5.6|. Procedure: A mixture of 4-iododibenzo[b,d]furan (5 g, 17.00 mmol), 1H-1,2,4-triazole (3.52 g, 51.0 mmol), CuI (0.162 g, 0.850 mmol), N1,N2-dimethylcyclohexane-1,2-diamine (0.537 mL, 3.40 mmol) and K3PO4 (7.58 g, 35.7 mmol) in DMF (50 mL) was heated at 140° C. for 48 h. After cooling to room temperature, the reaction mixture was filtered through a short plug of Celite®, and the solid was washed with DCM. The combined filtrate was evaporated and purified by column chromatography on silica gel with DCM as elu... The reactants are CCOC(=O)c1cn(C)c2nc3c(F)c(N4CCNCC4)c(F)cc3cc2c1=O, CC(=O)O, CCO, [K+], [OH-]. Product: Cn1cc(C(=O)O)c(=O)c2cc3cc(F)c(N4CCNCC4)c(F)c3nc21. As a reaction SMILES: [CH2:1]([CH3:2])[O:3][C:4](=[O:5])[c:6]1[c:7](=[O:29])[c:8]2[cH:9][c:10]3[c:11]([n:12][c:13]2[n:14]([CH3:16])[cH:15]1)[c:17]([F:28])[c:18]([N:22]1[CH2:23][CH2:24][NH:25][CH2:26][CH2:27]1)[c:19]([F:21])[cH:20]3.[CH3:32][C:33](=[O:34])[OH:35].[CH3:36][CH2:37][OH:38].[K+:31].[OH-:30]>>[O:3]=[C:4]([OH:5])[c:6]1[c:7](=[O:29])[c:8]2[cH:9][c:10]3[c:11]([n:12][c:13]2[n:14]([CH3:16])[cH:15]1)[c:17]([F:28])[c:18]([N:22]1[CH2:23][CH2:24][NH:25][CH2:26][CH2:27]1)[c:19]([F:21])[cH:20]3. Starting materials: C=CCC(O)c1ccc(CC(C)C)cc1, ClCCl, O=[Cr](=O)=O, c1ccncc1. Product: C=CCC(=O)c1ccc(CC(C)C)cc1. Reaction SMILES: [CH2:11]([CH:12]([CH3:13])[CH3:14])[c:15]1[cH:16][cH:17][c:18]([CH:21]([CH2:22][CH:23]=[CH2:24])[OH:25])[cH:19][cH:20]1.[Cl:26][CH2:27][Cl:28].[O:7]=[Cr:8](=[O:9])=[O:10].[cH:1]1[cH:2][cH:3][n:4][cH:5][cH:6]1>>[CH2:11]([CH:12]([CH3:13])[CH3:14])[c:15]1[cH:16][cH:17][c:18]([C:21]([CH2:22][CH:23]=[CH2:24])=[O:25])[cH:19][cH:20]1. Reactants: [OH-].[Na+] (sodium hydroxide), CC=1C(=C(C(=C(O)C1)C)C)O (trimethylhydroquinone), COS(=O)(=O)OC (dimethylsulfate), C([O-])([O-])=O.[K+].[K+] (potassium carbonate). Solvent: CC(=O)C (acetone), CC(=O)C (acetone). Product: COC1(O)C(=C(C(O)(C(=C1)C)OC)C)C (1,4-dimethoxy-2,3,5-trimethylhydroquinone). Isolated yield 80.0%. Reaction SMILES: [CH3:1][C:2]1[C:3]([OH:11])=[C:4]([CH3:10])[C:5]([CH3:9])=[C:6]([CH:8]=1)[OH:7].[CH3:12][O:13]S(OC)(=O)=O.[C:19](=O)([O-])[O-].[K+].[K+].[OH-:25].[Na+]>CC(C)=O>[CH3:19][O:25][C:6]1([CH:8]=[C:2]([CH3:1])[C:3]([O:13][CH3:12])([OH:11])[C:4]([CH3:10])=[C:5]1[CH3:9])[OH:7] |f:2.3.4,5.6|. Procedure details: A mixture of trimethylhydroquinone (60.87 g, 0.4 mol), dimethylsulfate (151.36 g, 1.2 mol) and potassium carbonate (221 g, 1.6 mol) in acetone (1.6 L) is refluxed for three days under nitrogen. After cooling, 10% sodium hydroxide (400 mL) is added and most of the acetone is evaporated. The black mixture is taken up in heptane (800 mL), the organic phase is separated and washed with 10% sodium hydroxide (2×200 mL), water (200 mL) and brine (200 mL). The solvent is dried (magnesium sulfate) and ev...